Dataset: the Open Reaction Database (ORD), a public repository of structured organic reaction records. Task: describe an organic reaction: reactants, conditions, products, and yield Starting materials: [BH4-], C1CCOC1, CC12C=CCC1C1CCC3CC(=O)CCC3(C)C1CC2, CO, [Na+]. Product: CC12C=CCC1C1CCC3CC(O)CCC3(C)C1CC2. Reaction SMILES: [BH4-:21].[CH2:23]1[O:24][CH2:25][CH2:26][CH2:27]1.[CH3:1][C:2]12[CH:3]=[CH:4][CH2:5][CH:6]1[CH:7]1[CH2:8][CH2:9][CH:10]3[CH2:11][C:12](=[O:20])[CH2:13][CH2:14][C:15]3([CH3:16])[CH:17]1[CH2:18][CH2:19]2.[CH3:28][OH:29].[Na+:22]>>[CH3:1][C:2]12[CH:3]=[CH:4][CH2:5][CH:6]1[CH:7]1[CH2:8][CH2:9][CH:10]3[CH2:11][CH:12]([OH:20])[CH2:13][CH2:14][C:15]3([CH3:16])[CH:17]1[CH2:18][CH2:19]2. Reactants: IC1=NNC(=C1C(=O)OCC)C(=O)OCC (Diethyl 3-iodo-1H-pyrazole-4,5-dicarboxylate), C1(CC1)C(CO)NC(OC(C)(C)C)=O (tert-Butyl (1-cyclopropyl-2-hydroxyethyl)carbamate), C1=CC=C(C=C1)P(C2=CC=CC=C2)C3=CC=CC=C3 (PPh3), CC(C)OC(=O)/N=N/C(=O)OC(C)C (DIAD). Run in CCOC(=O)C (EtOAc), C1CCOC1 (THF), C1CCOC1 (THF), C1CCOC1 (THF). Conditions: temperature 0 celsius, time 0.5 hour. Yields the product C(C)OC(=O)C=1C(=NN(C1C(=O)OCC)CC(C1CC1)NC(=O)OC(C)(C)C)I (Diethyl1-(2-((tert-butoxycarbonyl)amino)-2-cyclopropylethyl)-3-iodo-1H-pyrazole-4,5-dicarboxylate). Reaction SMILES: C1C=CC(P(C2C=CC=CC=2)C2C=CC=CC=2)=CC=1.CC(OC(/N=N/C(OC(C)C)=O)=O)C.[I:34][C:35]1[C:39]([C:40]([O:42][CH2:43][CH3:44])=[O:41])=[C:38]([C:45]([O:47][CH2:48][CH3:49])=[O:46])[NH:37][N:36]=1.[CH:50]1([CH:53]([NH:56][C:57](=[O:63])[O:58][C:59]([CH3:62])([CH3:61])[CH3:60])[CH2:54]O)[CH2:52][CH2:51]1>C1COCC1.CCOC(C)=O>[CH2:43]([O:42][C:40]([C:39]1[C:35]([I:34])=[N:36][N:37]([CH2:54][CH:53]([NH:56][C:57]([O:58][C:59]([CH3:60])([CH3:62])[CH3:61])=[O:63])[CH:50]2[CH2:51][CH2:52]2)[C:38]=1[C:45]([O:47][CH2:48][CH3:49])=[O:46])=[O:41])[CH3:44]. Procedure: To a stirred solution of PPh3 (15.52 g, 59.2 mmol) in THF (40.0 mL) cooled to −10° C. was added DIAD (11.50 mL, 59.2 mmol) and the resulting solution stirred at 0° C. for 0.5 h. Intermediate 104C (10 g, 29.6 mmol) was added as a solution in THF (10 mL) at 0° C. and stirred at RT for 45 min. A solution of Intermediate 348A (7.74 g, 38.5 mmol) in THF (10 mL) at was added at 0° C. and the reaction mixture was allowed to stir at RT for 16 h. The reaction mixture was diluted with EtOAc (50 mL) washed...